describe an organic reaction: reactants, conditions, products, and yield From a dataset of the Open Reaction Database (ORD), a public repository of structured organic reaction records. Reactants: CC1(C(CC1=O)=O)C1=CC=CC=C1 (2-methyl-2-phenyl-cyclobutane-1,3-dione), CC=1C2=C(SC1C(O)C1=CC=CC=C1)C=CC(=C2)C ((3,5-dimethyl-benzo[b]thiophen-2-yl)-phenyl-methanol). Yields the product CC=1C2=C(SC1C(C=1C(C(C1O)(C1=CC=CC=C1)C)=O)C1=CC=CC=C1)C=CC(=C2)C (2-[(3,5-Dimethyl-benzo[b]thiophen-2-yl)-phenyl-methyl]-3-hydroxy-4-methyl-4-phenyl-cyclobut-2-enone). Reaction SMILES: [CH3:1][C:2]1([C:8]2[CH:13]=[CH:12][CH:11]=[CH:10][CH:9]=2)[C:5](=[O:6])[CH2:4][C:3]1=[O:7].[CH3:14][C:15]1[C:16]2[CH:31]=[C:30]([CH3:32])[CH:29]=[CH:28][C:17]=2[S:18][C:19]=1[CH:20]([C:22]1[CH:27]=[CH:26][CH:25]=[CH:24][CH:23]=1)O>>[CH3:14][C:15]1[C:16]2[CH:31]=[C:30]([CH3:32])[CH:29]=[CH:28][C:17]=2[S:18][C:19]=1[CH:20]([C:22]1[CH:27]=[CH:26][CH:25]=[CH:24][CH:23]=1)[C:4]1[C:3](=[O:7])[C:2]([CH3:1])([C:8]2[CH:13]=[CH:12][CH:11]=[CH:10][CH:9]=2)[C:5]=1[OH:6]. Reported procedure: 23.2 Using general procedure D, 2-methyl-2-phenyl-cyclobutane-1,3-dione (Lit. 1) was reacted with (3,5-dimethyl-benzo[b]thiophen-2-yl)-phenyl-methanol to give the title compound as a colorless solid. MS: 423.5 ([M−H]−).